From a dataset of the Open Reaction Database (ORD), a public repository of structured organic reaction records. describe an organic reaction: reactants, conditions, products, and yield Starting materials: O=C(c1ccccc1)c1nc(S)ccc1[N+](=O)[O-], COS(=O)(=O)OC, [Na+], [OH-], O. The product is CSc1ccc([N+](=O)[O-])c(C(=O)c2ccccc2)n1. Reaction SMILES: [C:1]([c:2]1[cH:3][cH:4][cH:5][cH:6][cH:7]1)(=[O:8])[c:9]1[n:10][c:11]([SH:18])[cH:12][cH:13][c:14]1[N+:15](=[O:16])[O-:17].[CH3:19][O:20][S:21]([O:22][CH3:23])(=[O:24])=[O:25].[Na+:27].[OH-:26].[OH2:28]>>[C:1]([c:2]1[cH:3][cH:4][cH:5][cH:6][cH:7]1)(=[O:8])[c:9]1[n:10][c:11]([S:18][CH3:19])[cH:12][cH:13][c:14]1[N+:15](=[O:16])[O-:17]. Starting materials: [Cl-], COc1cccc2sc(N)nc12, O=C(O)c1cccc(O)n1. Product: COc1cccc2sc(NC(=O)c3cccc(O)n3)nc12. Reaction SMILES: [Cl-:13].[NH2:1][c:2]1[s:3][c:4]2[c:5]([n:6]1)[c:7]([O:11][CH3:12])[cH:8][cH:9][cH:10]2.[OH:14][c:15]1[cH:16][cH:17][cH:18][c:19]([C:21](=[O:22])[OH:23])[n:20]1>>[NH:1]([c:2]1[s:3][c:4]2[c:5]([n:6]1)[c:7]([O:11][CH3:12])[cH:8][cH:9][cH:10]2)[C:21]([c:19]1[cH:18][cH:17][cH:16][c:15]([OH:14])[n:20]1)=[O:22]. Starting materials: CO, [Cl-], [Cl-], [Fe+2], NN, O, O, O, O, O, O, Cc1cc(C#N)cc([N+](=O)[O-])c1O. The product is Cc1cc(C#N)cc(N)c1O. RXN SMILES: [CH3:16][OH:17].[Cl-:24].[Cl-:26].[Fe+2:25].[NH2:14][NH2:15].[OH2:18].[OH2:19].[OH2:20].[OH2:21].[OH2:22].[OH2:23].[OH:1][c:2]1[c:3]([CH3:13])[cH:4][c:5]([C:6]#[N:7])[cH:8][c:9]1[N+:10]([O-:11])=[O:12]>>[OH:1][c:2]1[c:3]([CH3:13])[cH:4][c:5]([C:6]#[N:7])[cH:8][c:9]1[NH2:10]. Starting materials: [Al+3], [Cl-], [Cl-], [Cl-], ClCCl, O=S(Cl)Cl, O=C(O)CCc1cccs1. Product: O=C1CCc2sccc21. As a reaction SMILES: [Al+3:16].[Cl-:15].[Cl-:17].[Cl-:18].[Cl:19][CH2:20][Cl:21].[S:11]([Cl:12])([Cl:13])=[O:14].[s:1]1[c:2]([CH2:6][CH2:7][C:8](=[O:9])[OH:10])[cH:3][cH:4][cH:5]1>>[s:1]1[c:2]2[c:3]([cH:4][cH:5]1)[C:8](=[O:10])[CH2:7][CH2:6]2.